This data is from the Open Reaction Database (ORD), a public repository of structured organic reaction records. The task is: describe an organic reaction: reactants, conditions, products, and yield The reactants are BrC1=NC=C(C=C1)Br (2,5-dibromopyridine), C(O)([O-])=O.[Na+] (sodium hydrogen carbonate), N1CCC(CC1)CCNC(OC(C)(C)C)=O (tert-butyl 2-piperidin-4-ylethylcarbamate), C([O-])([O-])=O.[K+].[K+] (potassium carbonate). Solvent: C(Cl)(Cl)Cl (chloroform). Conditions: temperature 130 celsius. Product: BrC=1C=CC(=NC1)N1CCC(CC1)CCNC(OC(C)(C)C)=O (tert-Butyl 2-(5′-bromo-3,4,5,6-tetrahydro-2H-[1,2′]bipyridinyl-4-yl)ethylcarbamate). As a reaction SMILES: Br[C:2]1[CH:7]=[CH:6][C:5]([Br:8])=[CH:4][N:3]=1.[NH:9]1[CH2:14][CH2:13][CH:12]([CH2:15][CH2:16][NH:17][C:18](=[O:24])[O:19][C:20]([CH3:23])([CH3:22])[CH3:21])[CH2:11][CH2:10]1.C(=O)([O-])[O-].[K+].[K+].C(=O)([O-])O.[Na+]>C(Cl)(Cl)Cl>[Br:8][C:5]1[CH:6]=[CH:7][C:2]([N:9]2[CH2:14][CH2:13][CH:12]([CH2:15][CH2:16][NH:17][C:18](=[O:24])[O:19][C:20]([CH3:22])([CH3:21])[CH3:23])[CH2:11][CH2:10]2)=[N:3][CH:4]=1 |f:2.3.4,5.6|. Procedure: 10.37 g (43.80 mmol) of 2,5-dibromopyridine, 10.00 g (43.80 mmol) of tert-butyl 2-piperidin-4-ylethylcarbamate and 6.05 g (43.80 mmol) of potassium carbonate are placed in an autoclave. The mixture is then heated at 130° C. for 12 hours. The reaction mixture is allowed to cool to room temperature and then taken up in chloroform and saturated aqueous sodium hydrogen carbonate solution. The aqueous phase is separated out and extracted twice with chloroform, and the combined organic phases are wash... Reactants: N1C=CC=2C1=C1C=CC=NC1=CC2 (1H-pyrrolo[2,3-f]quinoline), [H-].[Na+] (sodium hydride), [Cl-].[NH4+] (ammonium chloride), C1[C@@H](C)O1 ((R)-propylene oxide). Run in C1CCOC1 (THF), C1CCOC1 (THF). Run at temperature 0 celsius, time 48 hour. Product: N1(C=CC=2C1=C1C=CC=NC1=CC2)C[C@@H](C)O ((R)-1-(1H-Pyrrolo[2,3-f]quinolin-1-yl)-2-propanol). The yield is 18.2%. Reaction SMILES: [H-].[Na+].[NH:3]1[C:7]2=[C:8]3[C:13](=[CH:14][CH:15]=[C:6]2[CH:5]=[CH:4]1)[N:12]=[CH:11][CH:10]=[CH:9]3.[CH2:16]1[O:19][C@@H:17]1[CH3:18].[Cl-].[NH4+]>C1COCC1>[N:3]1([CH2:16][C@H:17]([OH:19])[CH3:18])[C:7]2=[C:8]3[C:13](=[CH:14][CH:15]=[C:6]2[CH:5]=[CH:4]1)[N:12]=[CH:11][CH:10]=[CH:9]3 |f:0.1,4.5|. Procedure: A mixture of sodium hydride, 60% dispersion in mineral oil, (0.76 g, 18.5 mmol) and THF (30 mL) was cooled to 0° C. under Ar. A mixture of 1H-pyrrolo[2,3-f]quinoline (G. Bartoli, G. Palmieri, M. Bosco and R. Dalpozzo, Tetrahedron Letts., 1989, 30, 2129-2132) (2.5 g, 14.8 mmol) and THF (20 mL) was added and the mixture was left at 0° C. for 1 h. (R)-propylene oxide (2.1 mL, 30 mmol) was added and the mixture was left at room temperature for 48 h. Saturated ammonium chloride solution (100 mL) was ... Reactants: NC1=CC=C2CCN(CC2=C1)CCCCN1C(C=2C(C1=O)=CC=CC2)=O (7-Amino-2-(4-phthalimidobutyl)-1,2,3,4-tetrahydroisoquinoline), N1=C(C=CC=C1C)C (2,6-lutidine), CS(=O)(=O)Cl (methylsulfonyl chloride), N1=C(C=CC=C1C)C (2,6-lutidine), CS(=O)(=O)Cl (methylsulfonyl chloride). Run in ClCCl (dichloromethane). Product: CS(=O)(=O)NC1=CC=C2CCN(CC2=C1)CCCCN1C(C=2C(C1=O)=CC=CC2)=O (7-Methylsulfonamido-2-(4-phthalimidobutyl)-1,2,3,4-tetrahydroisoquinoline). Yield: 49.0%. Reaction SMILES: [NH2:1][C:2]1[CH:11]=[C:10]2[C:5]([CH2:6][CH2:7][N:8]([CH2:12][CH2:13][CH2:14][CH2:15][N:16]3[C:20](=[O:21])[C:19]4=[CH:22][CH:23]=[CH:24][CH:25]=[C:18]4[C:17]3=[O:26])[CH2:9]2)=[CH:4][CH:3]=1.N1C(C)=CC=CC=1C.[CH3:35][S:36](Cl)(=[O:38])=[O:37]>ClCCl>[CH3:35][S:36]([NH:1][C:2]1[CH:11]=[C:10]2[C:5]([CH2:6][CH2:7][N:8]([CH2:12][CH2:13][CH2:14][CH2:15][N:16]3[C:20](=[O:21])[C:19]4=[CH:22][CH:23]=[CH:24][CH:25]=[C:18]4[C:17]3=[O:26])[CH2:9]2)=[CH:4][CH:3]=1)(=[O:38])=[O:37]. Reported procedure: 7-Amino-2-(4-phthalimidobutyl)-1,2,3,4-tetrahydroisoquinoline (3 g, 8.6 mmol) was dissolved in dichloromethane (100 ml), and 2,6-lutidine (1.2 ml, 10.32 mmol) was added. To this methylsulfonyl chloride (0.73 ml, 9.46 mmol) was added dropwise. A further portion of 2,6-lutidine (0.6 ml, 5.16 mmol) and methylsulfonyl chloride (0.37 ml, 4.78 mmol) were later added. The mixture was partitioned between sodium bicarbonate solution (100 ml) and dichloromethane (3×50 ml). The combined extracts were dried... Starting materials: IC=1C=C2CC(CC2=CC1)NS(=O)(=O)C(C)C (N-(5-iodo-2,3-dihydro-1H-inden-2-yl)-2-propanesulfonamide), [N+](=O)([O-])C=1C=C(C=CC1)B(O)O (3-nitrophenyl boronic acid), C([O-])([O-])=O.[Cs+].[Cs+] (cesium carbonate), O (water). Reagents/catalysts: C(C)(=O)[O-].[Pd+2].C(C)(=O)[O-] (Palladium (II) acetate), C1(=CC=CC=C1)P(C1=CC=CC=C1)C1=CC=CC=C1 (triphenylphosphine). Run in O1CCOCC1 (dioxane). Reaction conditions: temperature 80 celsius, time 16 hour. Product: [N+](=O)([O-])C=1C=C(C=CC1)C=1C=C2CC(CC2=CC1)NS(=O)(=O)C(C)C (N-[5-(3-nitrophenyl)-2,3-dihydro-1H-inden-2-yl]-2-propanesulfonamide). Isolated yield 109.1%. As a reaction SMILES: I[C:2]1[CH:3]=[C:4]2[C:8](=[CH:9][CH:10]=1)[CH2:7][CH:6]([NH:11][S:12]([CH:15]([CH3:17])[CH3:16])(=[O:14])=[O:13])[CH2:5]2.[N+:18]([C:21]1[CH:22]=[C:23](B(O)O)[CH:24]=[CH:25][CH:26]=1)([O-:20])=[O:19].C(=O)([O-])[O-].[Cs+].[Cs+].O>O1CCOCC1.C([O-])(=O)C.[Pd+2].C([O-])(=O)C.C1(P(C2C=CC=CC=2)C2C=CC=CC=2)C=CC=CC=1>[N+:18]([C:21]1[CH:26]=[C:25]([C:2]2[CH:3]=[C:4]3[C:8](=[CH:9][CH:10]=2)[CH2:7][CH:6]([NH:11][S:12]([CH:15]([CH3:17])[CH3:16])(=[O:14])=[O:13])[CH2:5]3)[CH:24]=[CH:23][CH:22]=1)([O-:20])=[O:19] |f:2.3.4,7.8.9|. Procedure: A mixture of Intermediate 2 (800 mg, 2.19 mmol) and 3-nitrophenyl boronic acid (366 mg, 2.19 mmol, Sigma Aldrich Company Ltd.) in dioxane (60 ml) was treated with cesium carbonate (1.07 g, 3.29 mmol) and water (20 ml) and degassed with argon for 2 min. Palladium (II) acetate (25 mg, 0.11 mmol) and triphenylphosphine (58 mg, 0.22 mmol) were added and the mixture was stirred at 80° C. under argon for 16 h. The reaction mixture was cooled, then partitioned between ethyl acetate (100 ml) and water (... The reactants are O (water), BrCCBr (1,2-Dibromoethane), OC1=C(C=C(C=O)C=C1C1=CC=CC=C1)OC (4-hydroxy-3-methoxy-5-phenylbenzaldehyde), C([O-])([O-])=O.[K+].[K+] (potassium carbonate). The solvent is CN(C)C=O (DMF). Run at time 16 hour. Yields the product BrCCOC1=C(C=C(C=O)C=C1C1=CC=CC=C1)OC (4-(2-bromoethoxy)-3-methoxy-5-phenylbenzaldehyde). The yield is 100.7%. RXN SMILES: [Br:1][CH2:2][CH2:3]Br.[OH:5][C:6]1[C:13]([C:14]2[CH:19]=[CH:18][CH:17]=[CH:16][CH:15]=2)=[CH:12][C:9]([CH:10]=[O:11])=[CH:8][C:7]=1[O:20][CH3:21].C(=O)([O-])[O-].[K+].[K+].O>CN(C=O)C>[Br:1][CH2:2][CH2:3][O:5][C:6]1[C:13]([C:14]2[CH:19]=[CH:18][CH:17]=[CH:16][CH:15]=2)=[CH:12][C:9]([CH:10]=[O:11])=[CH:8][C:7]=1[O:20][CH3:21] |f:2.3.4|. Procedure details: Under N2, tetrakis-triphenylphosphinepalladium(0) was added to a mixture of the above dioxolane (10 g, 31 mmoles), benzeneboronic acid (4.5 g, 37 mmoles), toluene (67 mL), 2 M aqueous sodium carbonate (33 mL) and methanol (20 mL). The resulting mixture was heated at reflux under N2 for 16 hours. After cooling the mixture was diluted with water (150 mL) and washed with heptane (400 mL). The aqueous phase was made acidic with 3N hydrochloric acid and extracted with ethyl acetate (3×300 mL). The co... Reactants: O=C([O-])[O-], CCCOCCCl, [I-], [K+], [K+], [Na+], CN(C)C=O, O, OCc1ccccc1O. Product: CCCOCCOc1ccccc1CO. As a reaction SMILES: [C:19](=[O:20])([O-:21])[O-:22].[CH2:10]([CH2:11][CH3:12])[O:13][CH2:14][CH2:15][Cl:16].[I-:18].[K+:23].[K+:24].[Na+:17].[O:26]=[CH:27][N:28]([CH3:29])[CH3:30].[OH2:25].[OH:1][c:2]1[c:3]([CH2:4][OH:5])[cH:6][cH:7][cH:8][cH:9]1>>[O:1]([c:2]1[c:3]([CH2:4][OH:5])[cH:6][cH:7][cH:8][cH:9]1)[CH2:15][CH2:14][O:13][CH2:10][CH2:11][CH3:12]. Starting materials: C(CCCCC)N (hexylamine), ClC1=NC=CC(=C1)C#N (2-Chloro-4-cyanopyridine), O (water). Run in CN1C(CCC1)=O (N-methylpyrrolidone). Conditions: temperature 100 celsius, time 4 hour. Product: C(CCCCC)NC=1C=C(C#N)C=CN1 (2-(Hexylamino)isonicotinonitrile). The yield is 44.1%. Reaction SMILES: Cl[C:2]1[CH:7]=[C:6]([C:8]#[N:9])[CH:5]=[CH:4][N:3]=1.[CH2:10]([NH2:16])[CH2:11][CH2:12][CH2:13][CH2:14][CH3:15].O>CN1CCCC1=O>[CH2:10]([NH:16][C:2]1[CH:7]=[C:6]([CH:5]=[CH:4][N:3]=1)[C:8]#[N:9])[CH2:11][CH2:12][CH2:13][CH2:14][CH3:15]. Procedure details: 2-Chloro-4-cyanopyridine (0.40 g, 2.9 mmol) was dissolved in N-methylpyrrolidone (2.0 ml), and hexylamine (1.15 ml, 8.7 mmol) was added thereto. The reaction mixture was stirred at 100° C. for 4 hrs, combined with water, extracted with ethyl acetate, washed with saturated brine and dried over anhydrous magnesium sulfate. The solvent was evaporated under reduced pressure. The residue was subjected to a silica gel (50 g) column chromatography, eluted with hexane-ethyl acetate (3:1, v/v) to give th...